This data is from the Open Reaction Database (ORD), a public repository of structured organic reaction records. The task is: describe an organic reaction: reactants, conditions, products, and yield The reactants are C(C=O)(=O)OCC (Ethyl glyoxalate), [Na] (Sodium), NC=1C(=NC(=NC1N)S)S (5,6-diamino-2,4-pyrimidinedithiol), FC1=C(CBr)C=CC=C1F (2,3-difluorobenzylbromide), [Na] (sodium). Run in CO (methanol). Reaction conditions: time 10 minute. The product is FC1=C(C=CC=C1F)CSC1=NC=2NC(C=NC2C(=N1)SCC1=C(C(=CC=C1)F)F)=O (2,4-bis[[(2,3-difluorophenyl)methyl]thio]-7(8H)-pteridinone). As a reaction SMILES: [Na].[NH2:2][C:3]1[C:4]([SH:11])=[N:5][C:6]([SH:10])=[N:7][C:8]=1[NH2:9].[F:12][C:13]1[C:20]([F:21])=[CH:19][CH:18]=[CH:17][C:14]=1[CH2:15]Br.C([O:26][CH2:27][CH3:28])(=O)C=O>CO>[F:12][C:13]1[C:20]([F:21])=[CH:19][CH:18]=[CH:17][C:14]=1[CH2:15][S:10][C:6]1[N:5]=[C:4]([S:11][CH2:15][C:14]2[CH:17]=[CH:18][CH:19]=[C:20]([F:21])[C:13]=2[F:12])[C:3]2[N:2]=[CH:28][C:27](=[O:26])[NH:9][C:8]=2[N:7]=1 |^1:0|. Procedure: Sodium (3.96 g) was dissolved in methanol (150 ml), 5,6-diamino-2,4-pyrimidinedithiol (15 g) was added, then 2,3-difluorobenzylbromide (30.9 g) slowly added and the reaction mixture was stirred at room temperature under nitrogen for 10 min. Ethyl glyoxalate (15 ml) was added followed by more sodium (2.5 g) and the reaction was left for a further 20 min. The reaction was then quenched with acetic acid (10 ml) and poured on to water (600 ml) with stirring. The resulting precipitate was filtered th... Reactants: O=N[O-], Nc1ccc(C2CCOCC2)cc1, [Na+], O, O=S(=O)(O)O. The product is Oc1ccc(C2CCOCC2)cc1. Reaction SMILES: [N:1]([O-:2])=[O:3].[NH2:5][c:6]1[cH:7][cH:8][c:9]([CH:12]2[CH2:13][CH2:14][O:15][CH2:16][CH2:17]2)[cH:10][cH:11]1.[Na+:4].[OH2:23].[S:18]([OH:19])(=[O:20])(=[O:21])[OH:22]>>[c:6]1([OH:19])[cH:7][cH:8][c:9]([CH:12]2[CH2:13][CH2:14][O:15][CH2:16][CH2:17]2)[cH:10][cH:11]1. Run in ClCCl (dichloromethane). Yields the product C(C)OP(=O)(OCC)CCNC(=O)C1=CC=NC=C1 (N-(2-diethoxyphosphorylethyl)-4-pyridinecarboxamide). Yield: 40.2%. RXN SMILES: [NH2:1][CH2:2][CH2:3][P:4](=[O:11])([O:8][CH2:9][CH3:10])[O:5][CH2:6][CH3:7].[C:12](O)(=[O:19])[C:13]1[CH:18]=[CH:17][N:16]=[CH:15][CH:14]=1.ON1C2C=CC=CC=2N=N1.Cl.C(N=C=NCCCN(C)C)C>ClCCl>[CH2:9]([O:8][P:4]([CH2:3][CH2:2][NH:1][C:12]([C:13]1[CH:18]=[CH:17][N:16]=[CH:15][CH:14]=1)=[O:19])([O:5][CH2:6][CH3:7])=[O:11])[CH3:10] |f:3.4|. Reactants: NCCP(OCC)(OCC)=O (diethyl 2-aminoethylphosphonate), C(C1=CC=NC=C1)(=O)O (isonicotinic acid), ON1N=NC2=C1C=CC=C2 (1-hydroxybenzotriazole), Cl.C(C)N=C=NCCCN(C)C (1-ethyl-3(3-dimethylaminopropyl)carbodiimide hydrochloride). Reaction conditions: time 15 hour. Procedure: A mixture of diethyl 2-aminoethylphosphonate (12.5 g), isonicotinic acid (10.2 g), 1-hydroxybenzotriazole 11.2 g), 1-ethyl-3(3-dimethylaminopropyl)carbodiimide hydrochloride (15.83 g) and dichloromethane (190 ml) was stirred at room temperature for 15 hours. The reaction mixture was washed with aqueous sodium bicarbonate and brine, dried over anhydrous, magnesium sulfate, and evaporated in vacuo. The residue was chromatographed on silica gel (5% methanol-chloroform) to give 7.94 g of N-(2-dietho...